This data is from the Open Reaction Database (ORD), a public repository of structured organic reaction records. The task is: describe an organic reaction: reactants, conditions, products, and yield Reactants: Nc1ccccc1Cl, ClC(Cl)Cl, Nc1cccc(F)c1C(=O)O, O=S(Cl)Cl, c1ccccc1. Yields the product Nc1cccc(F)c1C(=O)Nc1ccccc1Cl. As a reaction SMILES: [Cl:16][c:17]1[c:18]([NH2:19])[cH:20][cH:21][cH:22][cH:23]1.[Cl:24][CH:25]([Cl:26])[Cl:27].[NH2:1][c:2]1[c:3]([C:4](=[O:5])[OH:6])[c:7]([F:11])[cH:8][cH:9][cH:10]1.[S:12]([Cl:13])([Cl:14])=[O:15].[cH:28]1[cH:29][cH:30][cH:31][cH:32][cH:33]1>>[NH2:1][c:2]1[c:3]([C:4](=[O:6])[NH:19][c:18]2[c:17]([Cl:16])[cH:23][cH:22][cH:21][cH:20]2)[c:7]([F:11])[cH:8][cH:9][cH:10]1. Reactants: FC=1C=CC(=NC1)C1=NOC(=C1CCC=1SC(=C(N1)C)C(=O)O)C (2-{2-[3-(5-fluoro-pyridin-2-yl)-5-methyl-isoxazol-4-yl]-ethyl}-4-methyl-thiazole-5-carboxylic acid), C(C)N (ethylamine). The product is C(C)NC(=O)C1=C(N=C(S1)CCC=1C(=NOC1C)C1=NC=C(C=C1)F)C (2-{2-[3-(5-Fluoro-pyridin-2-yl)-5-methyl-isoxazol-4-yl]-ethyl}-4-methyl-thiazole-5-carboxylic acid ethylamide). Yield: 64.0%. As a reaction SMILES: [F:1][C:2]1[CH:3]=[CH:4][C:5]([C:8]2[C:12]([CH2:13][CH2:14][C:15]3[S:16][C:17]([C:21]([OH:23])=O)=[C:18]([CH3:20])[N:19]=3)=[C:11]([CH3:24])[O:10][N:9]=2)=[N:6][CH:7]=1.[CH2:25]([NH2:27])[CH3:26]>>[CH2:25]([NH:27][C:21]([C:17]1[S:16][C:15]([CH2:14][CH2:13][C:12]2[C:8]([C:5]3[CH:4]=[CH:3][C:2]([F:1])=[CH:7][N:6]=3)=[N:9][O:10][C:11]=2[CH3:24])=[N:19][C:18]=1[CH3:20])=[O:23])[CH3:26]. Procedure: As described for example 31b, 2-{2-[3-(5-fluoro-pyridin-2-yl)-5-methyl-isoxazol-4-yl]-ethyl}-4-methyl-thiazole-5-carboxylic acid (69 mg, 0.20 mmol) was converted, using ethylamine (2M solution in THF) instead of 4-aminotetrahydropyran, to the title compound (48 mg, 64%) which was obtained as an off white solid. MS: m/e=375.2 [M+H]+. Starting materials: CI, CN(C)C=O, [H-], [Na+], N#Cc1ccc2[nH]cc(C3=CCC4(CC3)OCCO4)c2c1. The product is Cn1cc(C2=CCC3(CC2)OCCO3)c2cc(C#N)ccc21. Reaction SMILES: [CH3:24][I:25].[CH3:26][N:27]([CH3:28])[CH:29]=[O:30].[H-:1].[Na+:2].[O:3]1[CH2:4][CH2:5][O:6][C:7]12[CH2:8][CH:9]=[C:10]([c:13]1[cH:14][nH:15][c:16]3[cH:17][cH:18][c:19]([C:22]#[N:23])[cH:20][c:21]13)[CH2:11][CH2:12]2>>[O:3]1[CH2:4][CH2:5][O:6][C:7]12[CH2:8][CH:9]=[C:10]([c:13]1[cH:14][n:15]([CH3:24])[c:16]3[cH:17][cH:18][c:19]([C:22]#[N:23])[cH:20][c:21]13)[CH2:11][CH2:12]2. Reactants: C1(CCCC1)NC1=NC(=NC(=C1C)C)NCC1=NC=CC=C1 (N4-cyclopentyl-5,6-dimethyl-N2-(pyridin-2-ylmethyl)pyrimidine-2,4-diamine), FC1=CC(=C(C=C1F)N)C ((4,5-difluoro-2-methylphenyl)amine). The product is FC1=CC(=C(C=C1F)NC1=NC(=NC(=C1C)C)NCC1=NC=CC=C1)C (N4-(4,5-difluoro-2-methylphenyl)-5,6-dimethyl-N2-(pyridin-2-ylmethyl)pyrimidine-2,4-diamine). RXN SMILES: C1(N[C:7]2[C:12]([CH3:13])=[C:11]([CH3:14])[N:10]=[C:9]([NH:15][CH2:16][C:17]3[CH:22]=[CH:21][CH:20]=[CH:19][N:18]=3)[N:8]=2)CCCC1.[F:23][C:24]1[C:29]([F:30])=[CH:28][C:27]([NH2:31])=[C:26]([CH3:32])[CH:25]=1>>[F:23][C:24]1[C:29]([F:30])=[CH:28][C:27]([NH:31][C:7]2[C:12]([CH3:13])=[C:11]([CH3:14])[N:10]=[C:9]([NH:15][CH2:16][C:17]3[CH:22]=[CH:21][CH:20]=[CH:19][N:18]=3)[N:8]=2)=[C:26]([CH3:32])[CH:25]=1. Procedure details: The titled compound was synthesized according to the procedure described for preparation of N4-cyclopentyl-5,6-dimethyl-N2-(pyridin-2-ylmethyl)pyrimidine-2,4-diamine (Example 29) using (4,5-difluoro-2-methylphenyl)amine instead of cyclopentanamine. The crude material was purified by column chromatography eluting with mixture of chloroform/ethanol/20% water solution of ammonia (200:10:1), and then the final product was washed with diethyl ether to afford the titled compound as a white solid. 1H N...